From a dataset of the Open Reaction Database (ORD), a public repository of structured organic reaction records. describe an organic reaction: reactants, conditions, products, and yield The reactants are OC1=C(C=C2C(=CC(OC2=C1)(C)C)C(C)C)C(C)=O (1-(7-hydroxy-4 isopropyl-2,2-dimethyl-2H-chromen-6-yl)-ethanone), OC1=C(C=C2C(=CC(OC2=C1)(C)C)C(C)C)C(C)=O (1-(7-hydroxy-4 isopropyl-2,2-dimethyl-2H-chromen-6-yl)-ethanone), C(C)I (ethyl iodide), C([O-])([O-])=O.[K+].[K+] (potassium carbonate). Solvent: CC(=O)C (acetone). Yields the product C(C)(C)C1=CC(OC2=CC(=C(C=C12)C(C)=O)OCC)(C)C (1-(4-Isopropyl-7-ethoxy-2,2-dimethyl-2H-chromen-6-yl)ethanone). RXN SMILES: [OH:1][C:2]1[CH:11]=[C:10]2[C:5]([C:6]([CH:14]([CH3:16])[CH3:15])=[CH:7][C:8]([CH3:13])([CH3:12])[O:9]2)=[CH:4][C:3]=1[C:17](=[O:19])[CH3:18].[CH2:20](I)[CH3:21].C(=O)([O-])[O-].[K+].[K+]>CC(C)=O>[CH:14]([C:6]1[C:5]2[C:10](=[CH:11][C:2]([O:1][CH2:20][CH3:21])=[C:3]([C:17](=[O:19])[CH3:18])[CH:4]=2)[O:9][C:8]([CH3:13])([CH3:12])[CH:7]=1)([CH3:15])[CH3:16] |f:2.3.4|. Reported procedure: As described in General Procedure A, a solution of 1-(7-hydroxy-4 isopropyl-2,2-dimethyl-2H-chromen-6-yl)-ethanone (Compound 62, 205 mg, 0.69 mmol) in acetone were added ethyl iodide (0.3 mL, 3.45 mmol) and potassium carbonate (476 mg, 3.45 mmol) to give rise to the title compound as a colorless oil after purification by flash chromatography (silica gel, 5% ethyl acetate in hexanes). Starting materials: N1(N=NN=C1)CC(=O)O (tetrazol-1-yl acetic acid), Cl (hydrochloric acid), O1CCOCC1 (dioxan). Run in CO (methanol). The product is N1(N=NN=C1)CC(=O)OC (Methyl 1H-tetrazol-1-ylacetate). RXN SMILES: [N:1]1([CH2:6][C:7]([OH:9])=[O:8])[CH:5]=[N:4][N:3]=[N:2]1.Cl.O1CCOC[CH2:12]1>CO>[N:1]1([CH2:6][C:7]([O:9][CH3:12])=[O:8])[CH:5]=[N:4][N:3]=[N:2]1. Procedure: A mixture of tetrazol-1-yl acetic acid (5 g, 39 mmol) and 4M hydrochloric acid in dioxan (100 μL) in methanol (50 mL) was heated under reflux for 18 hours. The cooled mixture was evaporated under reduced pressure to provide the title compound.